This data is from the Open Reaction Database (ORD), a public repository of structured organic reaction records. The task is: describe an organic reaction: reactants, conditions, products, and yield Starting materials: O=C1N(C=2N(C(=C1CC1=CC=C(C=C1)C=1C(=CC=CC1)C#N)CCC)N=CN2)C2CCNCC2 (4′-[(5-oxo-4-piperidin-4-yl-7-propyl-4,5-dihydro[1,2,4]triazolo[1,5-a]pyrimidin-6-yl)methyl]biphenyl-2-carbonitrile), O1CCCCC1.O1CC=C(C=C1)C(=O)O (tetrahydropyran 2H-pyran-4-carboxylic acid), ON1N=NC2=C1C=CC=C2 (1-hydroxy-1H-benzotriazole), Cl.C(C)N=C=NCCCN(C)C (1-ethyl-3-(3-dimethylaminopropyl)carbodiimide hydrochloride). Solvent: C(C)#N (acetonitrile), C(O)([O-])=O.[Na+] (sodium hydrogen carbonate). Reaction conditions: time 15 hour. The product is O=C1N(C=2N(C(=C1CC1=CC=C(C=C1)C=1C(=CC=CC1)C#N)CCC)N=CN2)C2CCN(CC2)C(=O)C2CCOCC2 (4′-({5-oxo-7-propyl-4-[1-(tetrahydro-2H-pyran-4-ylcarbonyl)piperidin-4-yl]-4,5-dihydro[1,2,4]triazolo[1,5-a]pyrimidin-6-yl}methyl)biphenyl-2-carbonitrile), compound. Isolated yield 92.0%. As a reaction SMILES: [O:1]=[C:2]1[C:7]([CH2:8][C:9]2[CH:14]=[CH:13][C:12]([C:15]3[C:16]([C:21]#[N:22])=[CH:17][CH:18]=[CH:19][CH:20]=3)=[CH:11][CH:10]=2)=[C:6]([CH2:23][CH2:24][CH3:25])[N:5]2[N:26]=[CH:27][N:28]=[C:4]2[N:3]1[CH:29]1[CH2:34][CH2:33][NH:32][CH2:31][CH2:30]1.O1CCCCC1.[O:41]1[CH:46]=[CH:45][C:44]([C:47](O)=[O:48])=[CH:43][CH2:42]1.ON1C2C=CC=CC=2N=N1.Cl.C(N=C=NCCCN(C)C)C>C(#N)C.C(=O)([O-])O.[Na+]>[O:1]=[C:2]1[C:7]([CH2:8][C:9]2[CH:10]=[CH:11][C:12]([C:15]3[C:16]([C:21]#[N:22])=[CH:17][CH:18]=[CH:19][CH:20]=3)=[CH:13][CH:14]=2)=[C:6]([CH2:23][CH2:24][CH3:25])[N:5]2[N:26]=[CH:27][N:28]=[C:4]2[N:3]1[CH:29]1[CH2:30][CH2:31][N:32]([C:47]([CH:44]2[CH2:45][CH2:46][O:41][CH2:42][CH2:43]2)=[O:48])[CH2:33][CH2:34]1 |f:1.2,4.5,7.8|. Reported procedure: To a solution of 4′-[(5-oxo-4-piperidin-4-yl-7-propyl-4,5-dihydro[1,2,4]triazolo[1,5-a]pyrimidin-6-yl)methyl]biphenyl-2-carbonitrile (453 mg), tetrahydropyran-2H-pyran-4-carboxylic acid (150 mg) and 1-hydroxy-1H-benzotriazole (84 mg) in acetonitrile (20 mL) was added 1-ethyl-3-(3-dimethylaminopropyl)carbodiimide hydrochloride (249 mg), and the mixture was stirred at room temperature for 15 hr. The reaction mixture was diluted with saturated aqueous sodium hydrogen carbonate solution, and the mix... Starting materials: NC1=C(C#N)C=C(C=C1)Br (2-amino-5-bromobenzonitrile), ClC(=O)OCC (ethyl chloroformate). Yields the product C(C)OC(NC1=C(C=C(C=C1)Br)C#N)=O ((4-Bromo-2-cyano-phenyl)-carbamic acid ethyl ester). Isolated yield 67.9%. Reaction SMILES: [NH2:1][C:2]1[CH:9]=[CH:8][C:7]([Br:10])=[CH:6][C:3]=1[C:4]#[N:5].Cl[C:12]([O:14][CH2:15][CH3:16])=[O:13]>>[CH2:15]([O:14][C:12](=[O:13])[NH:1][C:2]1[CH:9]=[CH:8][C:7]([Br:10])=[CH:6][C:3]=1[C:4]#[N:5])[CH3:16]. Procedure details: A suspension of 2-amino-5-bromobenzonitrile (58.5 g, 297 mmol) in ethyl chloroformate (141 mL, 1.48 mol) was heated at reflux for 5 h. The excess ethyl chloroformate (99 mL) was distilled off and toluene (96 mL) was added. Slow addition of cyclohexane (228 mL) induced crystallization. The resulting solid was collected by filtration and rinsed with cyclohexane. Drying in vacuo afforded the title compound (54.3 g, 68%) as an orange solid. MS: m/e=267.1/269.2 [M—H−].